This data is from the Open Reaction Database (ORD), a public repository of structured organic reaction records. The task is: describe an organic reaction: reactants, conditions, products, and yield The solvent is O1CCCC1 (tetrahydrofuran). Reactants: S(=O)(=O)([O-])C1=CC=C(C)C=C1 (tosylate), COC1=CC=CC2=C1OC(=C2)CCO (7-methoxy-3-benzofuranethanol), N (ammonia). The yield is 76.0%. Procedure: A mixture of 26.7 g of the tosylate of 7-methoxy-3-benzofuranethanol (Example 2a), prepared as described in Example 1b, 300 ml of tetrahydrofuran and 100 g of ammonia was heated in a pressure vessel to 100° for 4 hours. The crude product was partitioned into basic and neutral fractions, and the basic fraction short-path distilled (to 170° bath temperature, 1 micron pressure) to give 11.2 g (76%) of 7-methoxy-3-benzofuranethylamine; nmr spectrum (in CDCl3): τ2.6 (s, 1); 2.9-3.4 (m, 3); 6.1 (s, 3)... RXN SMILES: S(C1C=CC(C)=CC=1)([O-])(=O)=O.[CH3:12][O:13][C:14]1[C:19]2[O:20][C:21]([CH2:23][CH2:24]O)=[CH:22][C:18]=2[CH:17]=[CH:16][CH:15]=1.[NH3:26]>O1CCCC1>[CH3:12][O:13][C:14]1[C:19]2[O:20][C:21]([CH2:23][CH2:24][NH2:26])=[CH:22][C:18]=2[CH:17]=[CH:16][CH:15]=1. The product is COC1=CC=CC2=C1OC(=C2)CCN (7-methoxy-3-benzofuranethylamine). Reactants: COC(CC1=CC=CC=C1)=O (phenylacetic acid methyl ester), [Li+].[Br-] (LiBr), C1CCC2=NCCCN2CC1 (DBU). The solvent is C(C)O (ethanol). Yields the product C(C)OC(CC1=CC=CC=C1)=O (phenylacetic acid ethyl ester). As a reaction SMILES: [CH3:1][O:2][C:3](=[O:11])[CH2:4][C:5]1[CH:10]=[CH:9][CH:8]=[CH:7][CH:6]=1.[Li+].[Br-].[CH2:14]1CCN2C(=NCCC2)CC1>C(O)C>[CH2:1]([O:2][C:3](=[O:11])[CH2:4][C:5]1[CH:6]=[CH:7][CH:8]=[CH:9][CH:10]=1)[CH3:14] |f:1.2|. Reported procedure: Following method A, phenylacetic acid methyl ester (4.51 g, 30 mmol) and LiBr (13.03 g, 150 mmol) were dissolved in ethanol (150 ml). DBU (2.28 g, 15 mmol) was added and the reaction mixture was agitated at room temperature for an hour. It was then hydrolysed and processed as described. Vacuum distillation yielded 4.40 g (90% of the theoretical yield) of pure phenylacetic acid ethyl ester, b.p. 65.5-66° C./l Torr.